This data is from the Open Reaction Database (ORD), a public repository of structured organic reaction records. The task is: describe an organic reaction: reactants, conditions, products, and yield Procedure details: Prepared from (4-iodo-2-nitro-phenyl)-carbamic acid tert.-butyl ester (Example A1) and 4-fluoro-2-methoxymethoxybenzene boronic acid [prepared from 1-bromo-4-fluoro-2-(methoxymethoxy)benzene (CAS-no. 162269-78-5) by reaction with n-BuLi at −78° C. followed by treatment with B(OMe)3 and subsequent hydrolysis] according to the general procedure B. Obtained as a yellow solid (0.96 g). The reactants are C(C)(C)(C)OC(NC1=C(C=C(C=C1)I)[N+](=O)[O-])=O ((4-Iodo-2-nitro-phenyl)-carbamic acid tert.-butyl ester), FC1=CC(=C(C=C1)B(O)O)OCOC (4-fluoro-2-methoxymethoxybenzene boronic acid). Yields the product C(C)(C)(C)OC(NC1=C(C=C(C=C1)C1=C(C=C(C=C1)F)OCOC)[N+](=O)[O-])=O ((4′-Fluoro-2′-methoxymethoxy-3-nitro-biphenyl-4-yl)-carbamic acid tert.-butyl ester). RXN SMILES: [C:1]([O:5][C:6](=[O:18])[NH:7][C:8]1[CH:13]=[CH:12][C:11](I)=[CH:10][C:9]=1[N+:15]([O-:17])=[O:16])([CH3:4])([CH3:3])[CH3:2].[F:19][C:20]1[CH:25]=[CH:24][C:23](B(O)O)=[C:22]([O:29][CH2:30][O:31][CH3:32])[CH:21]=1>>[C:1]([O:5][C:6](=[O:18])[NH:7][C:8]1[CH:13]=[CH:12][C:11]([C:23]2[CH:24]=[CH:25][C:20]([F:19])=[CH:21][C:22]=2[O:29][CH2:30][O:31][CH3:32])=[CH:10][C:9]=1[N+:15]([O-:17])=[O:16])([CH3:4])([CH3:3])[CH3:2]. The reactants are BrC1=CC=C(C=C1)CC(=O)O ((4-bromophenyl)acetic acid), BrC1=CC=C(C=C1)CC(=O)OC1OCCCC1 (tetrahydro-2H-pyran-2-yl 2-(4-bromophenyl)acetate). Product: BrC1=CC=C(C=C1)C1(CCCCC1)C(=O)O (1-(4-bromophenyl)-cyclohexanecarboxylic acid). The yield is 25.0%. RXN SMILES: [Br:1][C:2]1[CH:7]=[CH:6][C:5]([CH2:8][C:9]([OH:11])=[O:10])=[CH:4][CH:3]=1.Br[C:13]1[CH:18]=[CH:17]C(CC(OC2CCCCO2)=O)=[CH:15][CH:14]=1>>[Br:1][C:2]1[CH:3]=[CH:4][C:5]([C:8]2([C:9]([OH:11])=[O:10])[CH2:17][CH2:18][CH2:13][CH2:14][CH2:15]2)=[CH:6][CH:7]=1. Procedure: The title compound was obtained in a manner analogous to that for 1-Phenylcyclohexanecarboxylic acid (1/3) starting with (4-bromophenyl)acetic acid (4d), via tetrahydro-2H-pyran-2-yl 2-(4-bromophenyl)acetate (5d). The crude product 1/9 was chromatographed on silica gel with petroleum ether-dioxane-acetic acid (85:15:2) and petroleum ether-tert-butylmethyl ether-acetic acid (8:2:0.1) as eluents to give 1-(4-bromophenyl)cyclohexanecarboxylic acid (1/9) in 25% yield. 1H NMR (CDCl3, HMDSO) δ: 1.17-1... Reactants: O=P(Cl)(Cl)Cl (POCl3), CN(C=O)C (Dimethylformamide), CN(C=O)C (DMF), [O-]S(=O)(=O)[O-].[Ca+2] (drierite), FC1=C(C=CC(=C1)S(=O)(=O)C)N1N=CC2=C1NC=NC2=O (1-(2-Fluoro-4-methanesulfonyl-phenyl)-1,7-dihydro-pyrazolo[3,4-d]pyrimidin-4-one). Solvent: CC(=O)C (acetone). Conditions: temperature 130 celsius. The product is ClC1=C2C(=NC=N1)N(N=C2)C2=C(C=C(C=C2)S(=O)(=O)C)F (4-chloro-1-(2-fluoro-4-methanesulfonyl-phenyl)-1H-pyrazolo[3,4-d]pyrimidine). The yield is 89.7%. Reaction SMILES: O=P(Cl)(Cl)[Cl:3].[O-]S([O-])(=O)=O.[Ca+2].[F:12][C:13]1[CH:18]=[C:17]([S:19]([CH3:22])(=[O:21])=[O:20])[CH:16]=[CH:15][C:14]=1[N:23]1[C:27]2[NH:28][CH:29]=[N:30][C:31](=O)[C:26]=2[CH:25]=[N:24]1.CN(C)C=O>CC(C)=O>[Cl:3][C:31]1[N:30]=[CH:29][N:28]=[C:27]2[N:23]([C:14]3[CH:15]=[CH:16][C:17]([S:19]([CH3:22])(=[O:21])=[O:20])=[CH:18][C:13]=3[F:12])[N:24]=[CH:25][C:26]=12 |f:1.2|. Procedure details: POCl3 (379.1 g, 2.59 mol) was transferred under nitrogen to a 1 L round bottom flask fitted with a mechanical stirrer, a condenser and a tube connected above the condenser filled with a drying agent (drierite). 1-(2-Fluoro-4-methanesulfonyl-phenyl)-1,5-dihydro-pyrazolo[3,4-d]pyrimidin-4-one (4) (100 g, 0.324 mol) was added to the reaction vessel, the contents were stirred, and a slurry was obtained. Dimethylformamide (DMF; 9.43 g, 0.129 mol) was added, and the reaction mixture was heated to refl... Reactants: FC1=C(C=CC(=C1)F)C(CSC1=CC(=CC=C1)O)=O (1-(2,4-Difluoro-phenyl)-2-(3-hydroxy-phenylsulfanyl)-ethanone), CC(C)[Si](C(C)C)(C(C)C)Cl (TIPSCl), N1C=NC=C1 (imidazole). Solvent: C(Cl)Cl (CH2Cl2), C(Cl)Cl (CH2Cl2). Run at time 24 hour. Product: FC1=C(C=CC(=C1)F)C(CSC1=CC(=CC=C1)O[Si](C(C)C)(C(C)C)C(C)C)=O (1-(2,4-Difluoro-phenyl)-2-(3-triisopropylsilanyloxy-phenylsulfanyl)-ethanone). Yield: 96.0%. As a reaction SMILES: [F:1][C:2]1[CH:7]=[C:6]([F:8])[CH:5]=[CH:4][C:3]=1[C:9](=[O:19])[CH2:10][S:11][C:12]1[CH:17]=[CH:16][CH:15]=[C:14]([OH:18])[CH:13]=1.[CH3:20][CH:21]([Si:23](Cl)([CH:27]([CH3:29])[CH3:28])[CH:24]([CH3:26])[CH3:25])[CH3:22].N1C=CN=C1>C(Cl)Cl>[F:1][C:2]1[CH:7]=[C:6]([F:8])[CH:5]=[CH:4][C:3]=1[C:9](=[O:19])[CH2:10][S:11][C:12]1[CH:17]=[CH:16][CH:15]=[C:14]([O:18][Si:23]([CH:27]([CH3:29])[CH3:28])([CH:24]([CH3:26])[CH3:25])[CH:21]([CH3:22])[CH3:20])[CH:13]=1. Procedure: To a 100 mL three-neck round bottom flask was added 9n (1.4 g, 5 mmol) and TIPSCl (1.15 g, 6 mmol) in CH2Cl2 (40 mL) under nitrogen at room temperature. Then a solution of imidazole (816 mg, 12 mmol) in CH2Cl2 (20 mL) was added dropwise. The resulting mixture was stirred for 24 h. The mixture was filtered and the solvents were removed under reduced pressure. The residue was purified by flash column chromatography eluted by hexane:ethyl acetate (6:1) and the correct product was obtained as a slig...